Dataset: the Open Reaction Database (ORD), a public repository of structured organic reaction records. Task: describe an organic reaction: reactants, conditions, products, and yield Reactants: FC1=C(C(=O)OCC)C=CC(=C1)F (ethyl 2,4-difluorobenzoate), OC1=C2CCNC(C2=CC=C1)=O (5-hydroxy-3,4-dihydro-2H-isoquinolin-1-one), CC=1NC2=CC=C(C=C2C1)O (2-methyl-5-indolol). Product: COC(C1=C(C=C(C=C1)F)OC1=C2CCNC(C2=CC=C1)=O)=O (4-Fluoro-2-(1-oxo-1,2,3,4-tetrahydro-isoquinolin-5-yloxy)-benzoic acid methyl ester). Reaction SMILES: F[C:2]1[CH:12]=[C:11]([F:13])[CH:10]=[CH:9][C:3]=1[C:4]([O:6][CH2:7]C)=[O:5].[OH:14][C:15]1[CH:24]=[CH:23][CH:22]=[C:21]2[C:16]=1[CH2:17][CH2:18][NH:19][C:20]2=[O:25].CC1NC2C(C=1)=CC(O)=CC=2>>[CH3:7][O:6][C:4](=[O:5])[C:3]1[CH:9]=[CH:10][C:11]([F:13])=[CH:12][C:2]=1[O:14][C:15]1[CH:24]=[CH:23][CH:22]=[C:21]2[C:16]=1[CH2:17][CH2:18][NH:19][C:20]2=[O:25]. Procedure details: The title compound was prepared by substituting methyl 2,4-difluorobenzoate for ethyl 2,4-difluorobenzoate and 5-hydroxy-3,4-dihydro-2H-isoquinolin-1-one for 2-methyl-5-indolol in EXAMPLE 3A, except here the heating was at 130° C. The reactants are O=C1Nc2ccc(Br)cc2C(c2ccccc2)=NC1OC(=O)C(F)(F)F, O=C([O-])O, CCO, [Na+]. Product: O=C1Nc2ccc(Br)cc2C(c2ccccc2)=NC1O. Reaction SMILES: [Br:1][c:2]1[cH:3][cH:4][c:5]2[c:6]([cH:26]1)[C:7]([c:20]1[cH:21][cH:22][cH:23][cH:24][cH:25]1)=[N:8][CH:9]([O:13][C:14](=[O:15])[C:16]([F:17])([F:18])[F:19])[C:10](=[O:12])[NH:11]2.[C:30](=[O:31])([OH:32])[O-:33].[CH3:27][CH2:28][OH:29].[Na+:34]>>[Br:1][c:2]1[cH:3][cH:4][c:5]2[c:6]([cH:26]1)[C:7]([c:20]1[cH:21][cH:22][cH:23][cH:24][cH:25]1)=[N:8][CH:9]([OH:13])[C:10](=[O:12])[NH:11]2. Reactants: CN(N=O)C(N)=O, COCCOC, [K+], O=C(O)c1cccc([N+](=O)[O-])c1, [OH-], O. Yields the product COC(=O)c1cccc([N+](=O)[O-])c1. Reaction SMILES: [CH3:13][N:14]([N:15]=[O:16])[C:17]([NH2:18])=[O:19].[CH3:22][O:23][CH2:24][CH2:25][O:26][CH3:27].[K+:21].[N+:1](=[O:2])([O-:3])[c:4]1[cH:5][c:6]([C:7](=[O:8])[OH:9])[cH:10][cH:11][cH:12]1.[OH-:20].[OH2:28]>>[N+:1](=[O:2])([O-:3])[c:4]1[cH:5][c:6]([C:7](=[O:8])[O:9][CH3:13])[cH:10][cH:11][cH:12]1. Starting materials: O=C([O-])O, C=CCBr, ClC(Cl)Cl, O=C1OC2(CCNCC2)c2ccccc21, [Na+]. Yields the product C=CCN1CCC2(CC1)OC(=O)c1ccccc12. Reaction SMILES: [C:16](=[O:17])([OH:18])[O-:19].[CH2:21]([CH:22]=[CH2:23])[Br:24].[CH:25]([Cl:26])([Cl:27])[Cl:28].[NH:1]1[CH2:2][CH2:3][C:4]2([O:5][C:6](=[O:13])[c:7]3[cH:8][cH:9][cH:10][cH:11][c:12]32)[CH2:14][CH2:15]1.[Na+:20]>>[N:1]1([CH2:23][CH:22]=[CH2:21])[CH2:2][CH2:3][C:4]2([O:5][C:6](=[O:13])[c:7]3[cH:8][cH:9][cH:10][cH:11][c:12]32)[CH2:14][CH2:15]1.